This data is from the Open Reaction Database (ORD), a public repository of structured organic reaction records. The task is: describe an organic reaction: reactants, conditions, products, and yield Starting materials: COc1ccc(C2CCOCC2)c2sc(N)nc12, O=C(Cl)Oc1ccccc1, C1CC2(CCN1)OCCO2. The product is COc1ccc(C2CCOCC2)c2sc(NC(=O)N3CCC4(CC3)OCCO4)nc12. Reaction SMILES: [CH3:1][O:2][c:3]1[cH:4][cH:5][c:6]([CH:13]2[CH2:14][CH2:15][O:16][CH2:17][CH2:18]2)[c:7]2[c:8]1[n:9][c:10]([NH2:12])[s:11]2.[Cl:19][C:20](=[O:21])[O:22][c:23]1[cH:24][cH:25][cH:26][cH:27][cH:28]1.[O:29]1[CH2:30][CH2:31][O:32][C:33]12[CH2:34][CH2:35][NH:36][CH2:37][CH2:38]2>>[CH3:1][O:2][c:3]1[cH:4][cH:5][c:6]([CH:13]2[CH2:14][CH2:15][O:16][CH2:17][CH2:18]2)[c:7]2[c:8]1[n:9][c:10]([NH:12][C:20](=[O:21])[N:36]1[CH2:35][CH2:34][C:33]3([O:29][CH2:30][CH2:31][O:32]3)[CH2:38][CH2:37]1)[s:11]2. The reactants are COC(=O)Cc1cc(-c2ccc(S(C)(=O)=O)cc2)c(-c2ccc(F)cc2)s1, [Na+], C1CCOC1, [OH-], O. The product is CS(=O)(=O)c1ccc(-c2cc(CC(=O)O)sc2-c2ccc(F)cc2)cc1. Reaction SMILES: [F:1][c:2]1[cH:3][cH:4][c:5](-[c:8]2[c:9](-[c:18]3[cH:19][cH:20][c:21]([S:24](=[O:25])(=[O:26])[CH3:27])[cH:22][cH:23]3)[cH:10][c:11]([CH2:13][C:14](=[O:15])[O:16][CH3:17])[s:12]2)[cH:6][cH:7]1.[Na+:29].[O:30]1[CH2:31][CH2:32][CH2:33][CH2:34]1.[OH-:28].[OH2:35]>>[F:1][c:2]1[cH:3][cH:4][c:5](-[c:8]2[c:9](-[c:18]3[cH:19][cH:20][c:21]([S:24](=[O:25])(=[O:26])[CH3:27])[cH:22][cH:23]3)[cH:10][c:11]([CH2:13][C:14](=[O:15])[OH:16])[s:12]2)[cH:6][cH:7]1. The reactants are CC(C)Oc1ccc(-c2nc(-c3cccc4c3CCN(C(=O)OC(C)(C)C)C4)no2)cc1C#N, Cl, C1COCCO1. The product is CC(C)Oc1ccc(-c2nc(-c3cccc4c3CCNC4)no2)cc1C#N, Cl. Reaction SMILES: [C:1](#[N:2])[c:3]1[cH:4][c:5](-[c:13]2[n:14][c:15](-[c:18]3[c:19]4[c:24]([cH:25][cH:26][cH:27]3)[CH2:23][N:22]([C:28]([O:29][C:30]([CH3:31])([CH3:32])[CH3:33])=[O:34])[CH2:21][CH2:20]4)[n:16][o:17]2)[cH:6][cH:7][c:8]1[O:9][CH:10]([CH3:11])[CH3:12].[ClH:35].[O:36]1[CH2:37][CH2:38][O:39][CH2:40][CH2:41]1>>[C:1](#[N:2])[c:3]1[cH:4][c:5](-[c:13]2[n:14][c:15](-[c:18]3[c:19]4[c:24]([cH:25][cH:26][cH:27]3)[CH2:23][NH:22][CH2:21][CH2:20]4)[n:16][o:17]2)[cH:6][cH:7][c:8]1[O:9][CH:10]([CH3:11])[CH3:12].[ClH:35]. Reactants: C[Si](C)(C)CCOCn1cc(C#N)nc1C(=O)[O-], CN(C)S(=O)(=O)c1ccc(-c2ccc(N)c(C3=CCCCC3)c2)cc1, CCN(C(C)C)C(C)C, [K+]. Product: CN(C)S(=O)(=O)c1ccc(-c2ccc(NC(=O)c3nc(C#N)cn3COCC[Si](C)(C)C)c(C3=CCCCC3)c2)cc1. RXN SMILES: [C:27](#[N:28])[c:29]1[n:30][c:31]([C:42](=[O:43])[O-:44])[n:32]([CH2:34][O:35][CH2:36][CH2:37][Si:38]([CH3:39])([CH3:40])[CH3:41])[cH:33]1.[CH3:1][N:2]([S:3](=[O:4])(=[O:5])[c:6]1[cH:7][cH:8][c:9](-[c:12]2[cH:13][c:14]([C:19]3=[CH:20][CH2:21][CH2:22][CH2:23][CH2:24]3)[c:15]([NH2:18])[cH:16][cH:17]2)[cH:10][cH:11]1)[CH3:25].[CH:45]([N:46]([CH2:47][CH3:48])[CH:49]([CH3:50])[CH3:51])([CH3:52])[CH3:53].[K+:26]>>[CH3:1][N:2]([S:3](=[O:4])(=[O:5])[c:6]1[cH:7][cH:8][c:9](-[c:12]2[cH:13][c:14]([C:19]3=[CH:20][CH2:21][CH2:22][CH2:23][CH2:24]3)[c:15]([NH:18][C:42]([c:31]3[n:30][c:29]([C:27]#[N:28])[cH:33][n:32]3[CH2:34][O:35][CH2:36][CH2:37][Si:38]([CH3:39])([CH3:40])[CH3:41])=[O:43])[cH:16][cH:17]2)[cH:10][cH:11]1)[CH3:25]. Reactants: O=C(c1ccccc1)c1cnc2c(C(F)(F)F)cccc2c1-c1cccc(NC(=S)Nc2ccccc2Cl)c1, CC(=O)[O-], CC(=O)[O-], CC(=O)[O-], CC(=O)[O-], [NH4+], [OH-], [Pb+4]. Yields the product N=C(Nc1cccc(-c2c(C(=O)c3ccccc3)cnc3c(C(F)(F)F)cccc23)c1)Nc1ccccc1Cl. As a reaction SMILES: [C:1]([c:2]1[cH:3][cH:4][cH:5][cH:6][cH:7]1)(=[O:8])[c:9]1[cH:10][n:11][c:12]2[c:13]([C:36]([F:37])([F:38])[F:39])[cH:14][cH:15][cH:16][c:17]2[c:18]1-[c:19]1[cH:20][c:21]([NH:25][C:26](=[S:27])[NH:28][c:29]2[c:30]([Cl:35])[cH:31][cH:32][cH:33][cH:34]2)[cH:22][cH:23][cH:24]1.[C:40]([O-:41])(=[O:42])[CH3:43].[C:45]([O-:46])(=[O:47])[CH3:48].[C:49]([O-:50])(=[O:51])[CH3:52].[C:53]([O-:54])(=[O:55])[CH3:56].[NH4+:57].[OH-:58].[Pb+4:44]>>[C:1]([c:2]1[cH:3][cH:4][cH:5][cH:6][cH:7]1)(=[O:8])[c:9]1[cH:10][n:11][c:12]2[c:13]([C:36]([F:37])([F:38])[F:39])[cH:14][cH:15][cH:16][c:17]2[c:18]1-[c:19]1[cH:20][c:21]([NH:25][C:26]([NH:28][c:29]2[c:30]([Cl:35])[cH:31][cH:32][cH:33][cH:34]2)=[NH:57])[cH:22][cH:23][cH:24]1.